From a dataset of the Open Reaction Database (ORD), a public repository of structured organic reaction records. describe an organic reaction: reactants, conditions, products, and yield Starting materials: COC=1C=C(C=CC1OC)C1=C(C(=NC2=CC(=C(C=C12)OC)OC)C)C(CC(C)C)=O (4-(3,4-dimethoxyphenyl)-3-isovaleryl-6,7-dimethoxy-2-methylquinoline), BrN1C(CCC1=O)=O (N-bromo-succinimide). The product is BrCC1=NC2=CC(=C(C=C2C(=C1C(CC(C)C)=O)C1=CC(=C(C=C1)OC)OC)OC)OC (2-bromomethyl-4-(3,4-dimethoxyphenyl)-3-isovaleryl-6,7-dimethoxyquinoline). RXN SMILES: [CH3:1][O:2][C:3]1[CH:4]=[C:5]([C:11]2[C:20]3[C:15](=[CH:16][C:17]([O:23][CH3:24])=[C:18]([O:21][CH3:22])[CH:19]=3)[N:14]=[C:13]([CH3:25])[C:12]=2[C:26](=[O:31])[CH2:27][CH:28]([CH3:30])[CH3:29])[CH:6]=[CH:7][C:8]=1[O:9][CH3:10].[Br:32]N1C(=O)CCC1=O>>[Br:32][CH2:25][C:13]1[C:12]([C:26](=[O:31])[CH2:27][CH:28]([CH3:29])[CH3:30])=[C:11]([C:5]2[CH:6]=[CH:7][C:8]([O:9][CH3:10])=[C:3]([O:2][CH3:1])[CH:4]=2)[C:20]2[C:15](=[CH:16][C:17]([O:23][CH3:24])=[C:18]([O:21][CH3:22])[CH:19]=2)[N:14]=1. Procedure: According to the same manner as that described in Reference Example 5, 4-(3,4-dimethoxyphenyl)-3-isovaleryl-6,7-dimethoxy-2-methylquinoline was brominated with N-bromo-succinimide (NBS) to give 2-bromomethyl-4-(3,4-dimethoxyphenyl)-3-isovaleryl-6,7-dimethoxyquinoline. This compound was recrystallized from ethyl acetate - hexane to give colorless prisms. mp. 159°-161° C. Reactants: CO, CC(=O)Nc1ccc(Nc2ncnc3cc(N)ncc23)cc1, [Na+], [OH-]. The product is Nc1ccc(Nc2ncnc3cc(N)ncc23)cc1. RXN SMILES: [CH3:25][OH:26].[NH2:1][c:2]1[cH:3][c:4]2[n:5][cH:6][n:7][c:8]([NH:12][c:13]3[cH:14][cH:15][c:16]([NH:19][C:20](=[O:21])[CH3:22])[cH:17][cH:18]3)[c:9]2[cH:10][n:11]1.[Na+:24].[OH-:23]>>[NH2:1][c:2]1[cH:3][c:4]2[n:5][cH:6][n:7][c:8]([NH:12][c:13]3[cH:14][cH:15][c:16]([NH2:19])[cH:17][cH:18]3)[c:9]2[cH:10][n:11]1. Reactants: C(C)(C)(CC(C)(C)C)C1=CC=C(C=C1)O (4-t-octylphenol), CO (methanol), glass, [H][H] (hydrogen). Reagents/catalysts: [Rh] (rhodium on carbon). The solvent is C(C)(=O)O (acetic acid). Product: C(C)(C)(CC(C)(C)C)C1CCC(CC1)O (4-t-octylcyclohexanol). The yield is 70.7%. As a reaction SMILES: [C:1]([C:9]1[CH:14]=[CH:13][C:12]([OH:15])=[CH:11][CH:10]=1)([CH2:4][C:5]([CH3:8])([CH3:7])[CH3:6])([CH3:3])[CH3:2].CO.[H][H]>[Rh].C(O)(=O)C>[C:1]([CH:9]1[CH2:10][CH2:11][CH:12]([OH:15])[CH2:13][CH2:14]1)([CH2:4][C:5]([CH3:8])([CH3:7])[CH3:6])([CH3:2])[CH3:3]. Procedure: 4-t-octylphenol (250 g, used as received from Rohm and Haas), methanol (250 ml), acetic acid (2.5 ml) and rhodium on carbon catalyst (5.0 g, 5% rhodium, MCB Chemicals) were added to a 3 L glass lined autoclave. The autoclave was charged to 60 psig H2 and heated at 60° C. until hydrogen uptake was complete (about 10 hrs.). The mixture was cooled to room temperature and the catalyst was removed by filtration in a glove bag under a nitrogen atmosphere (CAUTION: pyrophoric catalyst). The solvent was... The reactants are C1(=CC=CC=C1)[C@H](C)NC1=NC=CC(=N1)N1C=NC2=C1C=CC(=C2)[Sn](C)(C)C (2-[(S)-1-Phenylethylamino]-4-[5-trimethylstannylbenzimidazol-1-yl]pyrimidine), ClC12N=CN=CC2=NC=N1 (4-chloropurine). Product: C1(=CC=CC=C1)[C@H](C)NC1=NC=CC(=N1)N1C=NC2=C1C=CC(=C2)C21N=CN=CC1=NC=N2 (2-[(S)-1-Phenylethylamino]-4-[5-(purin-4-yl)benzimidazol-1-yl]pyrimidine). RXN SMILES: [C:1]1([C@@H:7]([NH:9][C:10]2[N:15]=[C:14]([N:16]3[C:20]4[CH:21]=[CH:22][C:23]([Sn](C)(C)C)=[CH:24][C:19]=4[N:18]=[CH:17]3)[CH:13]=[CH:12][N:11]=2)[CH3:8])[CH:6]=[CH:5][CH:4]=[CH:3][CH:2]=1.Cl[C:30]12[N:38]=[CH:37][N:36]=[C:35]1[CH:34]=[N:33][CH:32]=[N:31]2>>[C:1]1([C@@H:7]([NH:9][C:10]2[N:15]=[C:14]([N:16]3[C:20]4[CH:21]=[CH:22][C:23]([C:30]56[N:38]=[CH:37][N:36]=[C:35]5[CH:34]=[N:33][CH:32]=[N:31]6)=[CH:24][C:19]=4[N:18]=[CH:17]3)[CH:13]=[CH:12][N:11]=2)[CH3:8])[CH:6]=[CH:5][CH:4]=[CH:3][CH:2]=1. Procedure details: The title compound was prepared according to the procedure described in EXAMPLE 424, starting from 2-[(S)-1-Phenylethylamino]-4-[5-trimethylstannylbenzimidazol-1-yl]pyrimidine and 4-chloropurine. Mass spectrum (ESI) 443.4 (M+). Starting materials: C[Si](C)(C)[N-][Si](C)(C)C, CSc1nccc(=O)[nH]1, CI, [Li+], CN(C)C=O, O. Yields the product CSc1nccc(=O)n1C. Reaction SMILES: [CH3:11][Si:12]([N-:13][Si:14]([CH3:15])([CH3:16])[CH3:17])([CH3:18])[CH3:19].[CH3:1][S:2][c:3]1[n:4][cH:5][cH:6][c:7](=[O:9])[nH:8]1.[CH3:20][I:21].[Li+:10].[O:23]=[CH:24][N:25]([CH3:26])[CH3:27].[OH2:22]>>[CH3:1][S:2][c:3]1[n:4][cH:5][cH:6][c:7](=[O:9])[n:8]1[CH3:11]. Reactants: O=C([O-])[O-], CCOC(C)=O, [K+], [K+], O, COc1ccc2c(O)ccnc2c1, O=P(Br)(Br)Br. The product is COc1ccc2c(Br)ccnc2c1. Reaction SMILES: [C:25](=[O:26])([O-:27])[O-:28].[CH3:19][CH2:20][O:21][C:22]([CH3:23])=[O:24].[K+:29].[K+:30].[OH2:31].[OH:1][c:2]1[cH:3][cH:4][n:5][c:6]2[cH:7][c:8]([O:12][CH3:13])[cH:9][cH:10][c:11]12.[P:14]([Br:15])([Br:16])([Br:17])=[O:18]>>[c:2]1([Br:16])[cH:3][cH:4][n:5][c:6]2[cH:7][c:8]([O:12][CH3:13])[cH:9][cH:10][c:11]12. Starting materials: Br, O=C([O-])[O-], COc1ccc(-c2nc(C)c[nH]2)cc1, CC#N, [Na+], [Na+], O. Yields the product COc1ccc(-c2nc(C)c(Br)[nH]2)cc1. RXN SMILES: [BrH:15].[C:17](=[O:18])([O-:19])[O-:20].[CH3:1][O:2][c:3]1[cH:4][cH:5][c:6](-[c:9]2[nH:10][cH:11][c:12]([CH3:14])[n:13]2)[cH:7][cH:8]1.[CH3:23][C:24]#[N:25].[Na+:21].[Na+:22].[OH2:16]>>[CH3:1][O:2][c:3]1[cH:4][cH:5][c:6](-[c:9]2[nH:10][c:11]([Br:15])[c:12]([CH3:14])[n:13]2)[cH:7][cH:8]1.